From a dataset of the Open Reaction Database (ORD), a public repository of structured organic reaction records. describe an organic reaction: reactants, conditions, products, and yield The reactants are CCOC(=O)Cc1ccc(-c2ccc(-c3onc(C)c3NC(=O)OC(C)c3ccc(Cl)cc3F)cc2)cc1, CO, Cl, [Li+], [OH-], O. Yields the product Cc1noc(-c2ccc(-c3ccc(CC(=O)O)cc3)cc2)c1NC(=O)OC(C)c1ccc(Cl)cc1F. Reaction SMILES: [CH2:3]([CH3:4])[O:5][C:6]([CH2:7][c:8]1[cH:9][cH:10][c:11](-[c:14]2[cH:15][cH:16][c:17](-[c:20]3[c:21]([NH:26][C:27](=[O:28])[O:29][CH:30]([CH3:31])[c:32]4[c:33]([F:39])[cH:34][c:35]([Cl:38])[cH:36][cH:37]4)[c:22]([CH3:25])[n:23][o:24]3)[cH:18][cH:19]2)[cH:12][cH:13]1)=[O:40].[CH3:42][OH:43].[ClH:41].[Li+:1].[OH-:2].[OH2:44]>>[O:5]=[C:6]([CH2:7][c:8]1[cH:9][cH:10][c:11](-[c:14]2[cH:15][cH:16][c:17](-[c:20]3[c:21]([NH:26][C:27](=[O:28])[O:29][CH:30]([CH3:31])[c:32]4[c:33]([F:39])[cH:34][c:35]([Cl:38])[cH:36][cH:37]4)[c:22]([CH3:25])[n:23][o:24]3)[cH:18][cH:19]2)[cH:12][cH:13]1)[OH:40]. Reactants: CC(C)(C)OC(=O)N1CCC(N2CCN(C(=O)OCc3ccccc3)CC2)CC1, CO, O=CO. Product: CC(C)(C)OC(=O)N1CCC(N2CCNCC2)CC1. Reaction SMILES: [C:1]([CH3:2])([CH3:3])([CH3:4])[O:5][C:6](=[O:7])[N:8]1[CH2:9][CH2:10][CH:11]([N:14]2[CH2:15][CH2:16][N:17]([C:20]([O:21][CH2:22][c:23]3[cH:24][cH:25][cH:26][cH:27][cH:28]3)=[O:29])[CH2:18][CH2:19]2)[CH2:12][CH2:13]1.[CH3:33][OH:34].[CH:30]([OH:31])=[O:32]>>[C:1]([CH3:2])([CH3:3])([CH3:4])[O:5][C:6](=[O:7])[N:8]1[CH2:9][CH2:10][CH:11]([N:14]2[CH2:15][CH2:16][NH:17][CH2:18][CH2:19]2)[CH2:12][CH2:13]1. Starting materials: Intermediate 11, C1(=CC=CC=C1)C=1C2=C(NC(CN1)=O)C=CC=C2 (5-phenyl-1,3-dihydro-benzo[e][1,4]diazepin-2-one), BrCC(=O)N(C1=CC=C(C=C1)OC)C(C)C (2-bromo-N-isopropyl-N-(4-methoxy-phenyl)-acetamide). Yields the product C(C)(C)N(C(CN1C(CN=C(C2=C1C=CC=C2)C2=CC=CC=C2)=O)=O)C2=CC=C(C=C2)OC (N-Isopropyl-N-(4-methoxy-phenyl)-2-(2-oxo-5-phenyl-2,3-dihydro-benzo[e][1,4]diazepin-1-yl)-acetamide). Reaction SMILES: [C:1]1([C:7]2[C:8]3[CH:18]=[CH:17][CH:16]=[CH:15][C:9]=3[NH:10][C:11](=[O:14])[CH2:12][N:13]=2)[CH:6]=[CH:5][CH:4]=[CH:3][CH:2]=1.Br[CH2:20][C:21]([N:23]([CH:32]([CH3:34])[CH3:33])[C:24]1[CH:29]=[CH:28][C:27]([O:30][CH3:31])=[CH:26][CH:25]=1)=[O:22]>>[CH:32]([N:23]([C:24]1[CH:25]=[CH:26][C:27]([O:30][CH3:31])=[CH:28][CH:29]=1)[C:21](=[O:22])[CH2:20][N:10]1[C:9]2[CH:15]=[CH:16][CH:17]=[CH:18][C:8]=2[C:7]([C:1]2[CH:2]=[CH:3][CH:4]=[CH:5][CH:6]=2)=[N:13][CH2:12][C:11]1=[O:14])([CH3:33])[CH3:34]. Procedure details: By employing conditions similar to those described in Intermediate 11, 5-phenyl-1,3-dihydro-benzo[e][1,4]diazepin-2-one (Bock et. al., J. Org. Chem. 1987, 52, 3232-3239. 3.00 g, 12.71 mmol) and 2-bromo-N-isopropyl-N-(4-methoxy-phenyl)-acetamide (3.820 g, 13.35 mmol) are converted to the title compound, which is obtained as a wet white solid. The product is dissolved in anhydrous DCM, dried over anhydrous sodium sulfate and then concentrated in vacuo. The residue is triturated with n-hexane, filt... Reactants: O=C([O-])[O-], CCOC(=O)CCc1ccc(O)cc1OCC, CN(C)C=O, Cc1oc(-c2ccccc2)nc1COc1ccc(CCl)cc1, [K+], [K+], O. Product: CCOC(=O)CCc1ccc(OCc2ccc(OCc3nc(-c4ccccc4)oc3C)cc2)cc1OCC. As a reaction SMILES: [C:40](=[O:41])([O-:42])[O-:43].[CH2:23]([CH3:24])[O:25][c:26]1[c:27]([CH2:33][CH2:34][C:35](=[O:36])[O:37][CH2:38][CH3:39])[cH:28][cH:29][c:30]([OH:32])[cH:31]1.[CH3:46][N:47]([CH3:48])[CH:49]=[O:50].[Cl:1][CH2:2][c:3]1[cH:4][cH:5][c:6]([O:7][CH2:8][c:9]2[n:10][c:11](-[c:15]3[cH:16][cH:17][cH:18][cH:19][cH:20]3)[o:12][c:13]2[CH3:14])[cH:21][cH:22]1.[K+:44].[K+:45].[OH2:51]>>[CH2:2]([c:3]1[cH:4][cH:5][c:6]([O:7][CH2:8][c:9]2[n:10][c:11](-[c:15]3[cH:16][cH:17][cH:18][cH:19][cH:20]3)[o:12][c:13]2[CH3:14])[cH:21][cH:22]1)[O:32][c:30]1[cH:29][cH:28][c:27]([CH2:33][CH2:34][C:35](=[O:36])[O:37][CH2:38][CH3:39])[c:26]([O:25][CH2:23][CH3:24])[cH:31]1. The reactants are N1=CC=CC=C1 (pyridine), C(C)(=O)Cl (acetyl chloride), OC(C(=O)OCC)OCCC1=C(C=CC=C1)OC (ethyl 2-hydroxy-2-(2-methoxyphenethoxy)acetate), ice. The reagents and catalysts are CN(C1=CC=NC=C1)C (4-dimethylaminopyridine). Run in CCCCCCC (heptane). Conditions: time 1 hour. Product: C(C)(=O)OC(C(=O)OCC)OCCC1=C(C=CC=C1)OC (ethyl 2-acetoxy-2-(2-methoxyphenethoxy)acetate). As a reaction SMILES: [OH:1][CH:2]([O:8][CH2:9][CH2:10][C:11]1[CH:16]=[CH:15][CH:14]=[CH:13][C:12]=1[O:17][CH3:18])[C:3]([O:5][CH2:6][CH3:7])=[O:4].N1C=CC=CC=1.[C:25](Cl)(=[O:27])[CH3:26]>CN(C)C1C=CN=CC=1.CCCCCCC>[C:25]([O:1][CH:2]([O:8][CH2:9][CH2:10][C:11]1[CH:16]=[CH:15][CH:14]=[CH:13][C:12]=1[O:17][CH3:18])[C:3]([O:5][CH2:6][CH3:7])=[O:4])(=[O:27])[CH3:26]. Procedure details: The solution of ethyl glyoxate (50% toluene sol, 11.66 ml) and 2-methoxybenzeneethano (12.73 ml) were stirred for 1 hr to yield ethyl 2-hydroxy-2-(2-methoxyphenethoxy)acetate. The formation of ethyl 2-hydroxy-2-(2-methoxyphenethoxy)acetate was detected by 1H NMR and the reaction mixture was cooled with ice-bath and treated with pyridine (48.4 ml), 4-dimethylaminopyridine (0.44 g), and acetyl chloride (12.85 ml). After stirring under +7° C. for 1 hr, heptane (50 ml) was added, and the ice-bath co... Reactants: CC(C)(C)OC(=O)NCCBr, Cc1ccccc1, CCN(C(C)C)C(C)C, CC(=O)Nc1nc(CCc2ccc(N)cc2)cs1, O. Yields the product CC(=O)Nc1nc(CCc2ccc(NCCNC(=O)OC(C)(C)C)cc2)cs1. RXN SMILES: [Br:19][CH2:20][CH2:21][NH:22][C:23]([O:24][C:25]([CH3:26])([CH3:27])[CH3:28])=[O:29].[CH3:40][c:41]1[cH:42][cH:43][cH:44][cH:45][cH:46]1.[CH:30]([N:31]([CH2:32][CH3:33])[CH:34]([CH3:35])[CH3:36])([CH3:37])[CH3:38].[NH2:1][c:2]1[cH:3][cH:4][c:5]([CH2:8][CH2:9][c:10]2[n:11][c:12]([NH:15][C:16]([CH3:17])=[O:18])[s:13][cH:14]2)[cH:6][cH:7]1.[OH2:39]>>[NH:1]([c:2]1[cH:3][cH:4][c:5]([CH2:8][CH2:9][c:10]2[n:11][c:12]([NH:15][C:16]([CH3:17])=[O:18])[s:13][cH:14]2)[cH:6][cH:7]1)[CH2:20][CH2:21][NH:22][C:23]([O:24][C:25]([CH3:26])([CH3:27])[CH3:28])=[O:29]. Starting materials: O=[N+]([O-])c1scc(Br)c1Br, CCCC[Sn](CCCC)(CCCC)c1nccs1, CCOC(C)=O, C1COCCO1, c1ccc(P(c2ccccc2)(c2ccccc2)[Pd](P(c2ccccc2)(c2ccccc2)c2ccccc2)(P(c2ccccc2)(c2ccccc2)c2ccccc2)P(c2ccccc2)(c2ccccc2)c2ccccc2)cc1. Yields the product O=[N+]([O-])c1scc(Br)c1-c1nccs1. Reaction SMILES: [Br:1][c:2]1[c:3]([N+:8](=[O:9])[O-:10])[s:4][cH:5][c:6]1[Br:7].[CH2:11]([Sn:12]([CH2:13][CH2:14][CH2:15][CH3:21])([c:16]1[s:17][cH:18][cH:19][n:20]1)[CH2:22][CH2:23][CH2:24][CH3:25])[CH2:26][CH2:27][CH3:28].[CH3:112][CH2:113][O:114][C:115]([CH3:116])=[O:117].[O:29]1[CH2:30][CH2:31][O:32][CH2:33][CH2:34]1.[cH:35]1[cH:36][cH:37][c:38]([P:39]([Pd:40]([P:41]([c:42]2[cH:43][cH:44][cH:45][cH:46][cH:47]2)([c:48]2[cH:49][cH:50][cH:51][cH:52][cH:53]2)[c:54]2[cH:55][cH:56][cH:57][cH:58][cH:59]2)([P:60]([c:61]2[cH:62][cH:63][cH:64][cH:65][cH:66]2)([c:67]2[cH:68][cH:69][cH:70][cH:71][cH:72]2)[c:73]2[cH:74][cH:75][cH:76][cH:77][cH:78]2)[P:79]([c:80]2[cH:81][cH:82][cH:83][cH:84][cH:85]2)([c:86]2[cH:87][cH:88][cH:89][cH:90][cH:91]2)[c:92]2[cH:93][cH:94][cH:95][cH:96][cH:97]2)([c:98]2[cH:99][cH:100][cH:101][cH:102][cH:103]2)[c:104]2[cH:105][cH:106][cH:107][cH:108][cH:109]2)[cH:110][cH:111]1>>[c:2]1(-[c:16]2[s:17][cH:18][cH:19][n:20]2)[c:3]([N+:8](=[O:9])[O-:10])[s:4][cH:5][c:6]1[Br:7]. Starting materials: CC1(OCCO1)C=1N=C(SC1)CN1N=C(C=C1)N (1-[4-(2-methyl-[1,3]dioxolan-2-yl)-thiazol-2-ylmethyl]-1H-pyrazol-3-ylamine), C1(=CC=CC=C1)C1=C(N=CO1)C(=O)O (5-phenyl-oxazole-4-carboxylic acid). The product is C(C)(=O)C=1N=C(SC1)CN1N=C(C=C1)NC(=O)C=1N=COC1C1=CC=CC=C1 (5-Phenyl-oxazole-4-carboxylic acid [1-(4-acetyl-thiazol-2-ylmethyl)-1H-pyrazol-3-yl]-amide). Reaction SMILES: [CH3:1][C:2]1([C:7]2[N:8]=[C:9]([CH2:12][N:13]3[CH:17]=[CH:16][C:15]([NH2:18])=[N:14]3)[S:10][CH:11]=2)[O:6]CCO1.[C:19]1([C:25]2[O:29][CH:28]=[N:27][C:26]=2[C:30](O)=[O:31])[CH:24]=[CH:23][CH:22]=[CH:21][CH:20]=1>>[C:2]([C:7]1[N:8]=[C:9]([CH2:12][N:13]2[CH:17]=[CH:16][C:15]([NH:18][C:30]([C:26]3[N:27]=[CH:28][O:29][C:25]=3[C:19]3[CH:20]=[CH:21][CH:22]=[CH:23][CH:24]=3)=[O:31])=[N:14]2)[S:10][CH:11]=1)(=[O:6])[CH3:1]. Procedure: Following general procedure B followed by C, starting from 1-[4-(2-methyl-[1,3]dioxolan-2-yl)-thiazol-2-ylmethyl]-1H-pyrazol-3-ylamine and 5-phenyl-oxazole-4-carboxylic acid. LC-MS-conditions 01: tR=0.92 min; [M+H]+=393.99. The reactants are CCOC(=O)Cc1ccc(OCCCCl)c(OC)c1, OC(c1ccc(F)cc1)(c1ccc(F)cc1)C1CCNCC1. Product: Cl, CCOC(=O)Cc1ccc(OCCCN2CCC(C(O)(c3ccc(F)cc3)c3ccc(F)cc3)CC2)c(OC)c1. As a reaction SMILES: [CH2:23]([CH3:24])[O:25][C:26]([CH2:27][c:28]1[cH:29][c:30]([O:39][CH3:40])[c:31]([O:34][CH2:35][CH2:36][CH2:37][Cl:38])[cH:32][cH:33]1)=[O:41].[F:1][c:2]1[cH:3][cH:4][c:5]([C:8]([OH:9])([CH:10]2[CH2:11][CH2:12][NH:13][CH2:14][CH2:15]2)[c:16]2[cH:17][cH:18][c:19]([F:22])[cH:20][cH:21]2)[cH:6][cH:7]1>>[ClH:38].[F:1][c:2]1[cH:3][cH:4][c:5]([C:8]([OH:9])([CH:10]2[CH2:11][CH2:12][N:13]([CH2:37][CH2:36][CH2:35][O:34][c:31]3[c:30]([O:39][CH3:40])[cH:29][c:28]([CH2:27][C:26]([O:25][CH2:23][CH3:24])=[O:41])[cH:33][cH:32]3)[CH2:14][CH2:15]2)[c:16]2[cH:17][cH:18][c:19]([F:22])[cH:20][cH:21]2)[cH:6][cH:7]1. The reactants are CO, O=C[O-], [NH4+], CS(=O)(=O)c1ccc(C2=CCOCC2)c(C(=O)O)c1. Product: CS(=O)(=O)c1ccc(C2CCOCC2)c(C(=O)O)c1. Reaction SMILES: [CH3:24][OH:25].[CH:20]([O-:21])=[O:22].[NH4+:23].[O:1]1[CH2:2][CH2:3][C:4]([c:7]2[c:8]([C:9](=[O:10])[OH:11])[cH:12][c:13]([S:16](=[O:17])(=[O:18])[CH3:19])[cH:14][cH:15]2)=[CH:5][CH2:6]1>>[O:1]1[CH2:2][CH2:3][CH:4]([c:7]2[c:8]([C:9](=[O:10])[OH:11])[cH:12][c:13]([S:16](=[O:17])(=[O:18])[CH3:19])[cH:14][cH:15]2)[CH2:5][CH2:6]1.